From a dataset of the Open Reaction Database (ORD), a public repository of structured organic reaction records. describe an organic reaction: reactants, conditions, products, and yield Starting materials: C1(=CC=CC=C1)C (toluene), C(OC)(OC)OC (trimethyl orthoformate), O.O.C1(=CC=C(C=C1)S(=O)(=O)O)C (p-toluenesulphonic acid dihydrate), C1(CC(CCC1)=O)=O (cyclohexane-1,3-dione). Run in CO (methanol). Product: COC1=CC(CCC1)=O (3-methoxycyclohex-2-enone). RXN SMILES: [C:1]1(=[O:8])[CH2:6][CH2:5][CH2:4][C:3](=[O:7])[CH2:2]1.[C:9]1(C)C=CC=CC=1.C(OC)(OC)OC.O.O.C1(C)C=CC(S(O)(=O)=O)=CC=1>CO>[CH3:9][O:7][C:3]1[CH2:4][CH2:5][CH2:6][C:1](=[O:8])[CH:2]=1 |f:3.4.5|. Procedure details: In a 21 three-necked flask, 100 g (0.89 mol) of cyclohexane-1,3-dione are initially charged and dissolved in 300 ml of methanol, 1000 ml of toluene and 97.6 ml of trimethyl orthoformate, 5 g of p-toluenesulphonic acid dihydrate are added and the mixture is heated under reflux for 2 h. After cooling, the mixture is washed 4× with in each case 200 ml of 10% strength NaOH and the organic phase is dried over sodium sulphate and concentrated on a rotary evaporator. This gives 73.4 g of a light-brown ... The reactants are N1(C=CC=C1)C1=C(C=CC=C1)N1CCN(CC1)C=O (4-(2-pyrrol-1-ylphenyl)piperazine-1-carbaldehyde), [OH-].[Na+] (sodium hydroxide). Run in CO (methanol). Reaction conditions: temperature 50 celsius. Product: N1(C=CC=C1)C1=C(C=CC=C1)N1CCNCC1 (1-(2-pyrrol-1-ylphenyl)piperazine). The yield is 77.3%. Reaction SMILES: [N:1]1([C:6]2[CH:11]=[CH:10][CH:9]=[CH:8][C:7]=2[N:12]2[CH2:17][CH2:16][N:15](C=O)[CH2:14][CH2:13]2)[CH:5]=[CH:4][CH:3]=[CH:2]1.[OH-].[Na+]>CO>[N:1]1([C:6]2[CH:11]=[CH:10][CH:9]=[CH:8][C:7]=2[N:12]2[CH2:17][CH2:16][NH:15][CH2:14][CH2:13]2)[CH:2]=[CH:3][CH:4]=[CH:5]1 |f:1.2|. Procedure details: A mixture of 4-(2-pyrrol-1-ylphenyl)piperazine-1-carbaldehyde (1.12 g, 4.4 mmol), sodium hydroxide (440 mg, 11 mmoL) and methanol (10 mL) was heated 14 hours at 50° C. The reaction mixture was allowed to cool to approximately 25° C. and then partitioned between water (20 mL) and dichloroethane (30 mL). The aqueous layer was separated and extracted with dichloroethane (3×30 mL). The combined dichloroethane was washed with brine and dried (K2CO3). The residue was purified by column chromatography ... Reactants: N1=CC=CC=2CCCC(C12)C(=O)N (5,6,7,8-tetrahydroquinoline-8 -carboxamide), P12(=S)SP3(=S)SP(=S)(S1)SP(=S)(S2)S3 (P2S5). Run in N1=CC=CC=C1 (pyridine). Reaction conditions: time 8 hour. The product is N1=CC=CC=2CCCC(C12)C(N)=S (5,6,7,8-Tetrahydroquinoline-8-thiocarboxamide). RXN SMILES: [N:1]1[C:10]2[CH:9]([C:11]([NH2:13])=O)[CH2:8][CH2:7][CH2:6][C:5]=2[CH:4]=[CH:3][CH:2]=1.P12(SP3(SP(SP(S3)(S1)=S)(=S)S2)=S)=[S:15]>N1C=CC=CC=1>[N:1]1[C:10]2[CH:9]([C:11](=[S:15])[NH2:13])[CH2:8][CH2:7][CH2:6][C:5]=2[CH:4]=[CH:3][CH:2]=1. Reported procedure: A solution of 5,6,7,8-tetrahydroquinoline-8 -carboxamide (1.2 g.) in pyridine (15 ml.) was treated with P2S5 (0.8 g.) and the mixture heated at reflux for 30 mins. The solvent was removed in vacuo and the residual oil treated with 2N NaOH (5 ml.) and saturated with solid K2CO3 and extracted into chloroform (3× 50 ml.). The combined extracts were dried and the solvent removed in vacuo. The residual oil was dissolved in pyridine (4 ml.) and triethylamine (1 ml.) and the solution saturated with H2S... The reactants are CN(C)CCC=C1c2ccccc2C=Cn2cc(C#N)cc21, CC(=O)O, Cl. Yields the product CN(C)CCC=C1c2ccccc2C=Cn2cc(C(N)=O)cc21. As a reaction SMILES: [C:1](#[N:2])[c:3]1[cH:4][c:5]2[n:11]([cH:12]1)[CH:10]=[CH:9][c:8]1[c:7]([cH:16][cH:15][cH:14][cH:13]1)[C:6]2=[CH:17][CH2:18][CH2:19][N:20]([CH3:21])[CH3:22].[CH3:24][C:25]([OH:26])=[O:27].[ClH:23]>>[C:1]([NH2:2])([c:3]1[cH:4][c:5]2[n:11]([cH:12]1)[CH:10]=[CH:9][c:8]1[c:7]([cH:16][cH:15][cH:14][cH:13]1)[C:6]2=[CH:17][CH2:18][CH2:19][N:20]([CH3:21])[CH3:22])=[O:26]. The reactants are S1C(=NC=C1)C=O (2-thiazolecarboxaldehyde), NC1=C(C=CC(=C1)OC)C(C)=O (1-(2-amino-4-methoxyphenyl)ethanone), O=P(Cl)(Cl)Cl (POCl3). Run in N1=CC=CC=C1 (pyridine). Conditions: temperature -10 celsius, time 1 hour. Product: C(C)(=O)C1=C(C=C(C=C1)OC)NC(=O)C=1SC=CN1 (N-(2-acetyl-5-methoxyphenyl)-2-thiazolecarboxamide). Reaction SMILES: [S:1]1[CH:5]=[CH:4][N:3]=[C:2]1[CH:6]=[O:7].[NH2:8][C:9]1[CH:14]=[C:13]([O:15][CH3:16])[CH:12]=[CH:11][C:10]=1[C:17](=[O:19])[CH3:18].O=P(Cl)(Cl)Cl>N1C=CC=CC=1>[C:17]([C:10]1[CH:11]=[CH:12][C:13]([O:15][CH3:16])=[CH:14][C:9]=1[NH:8][C:6]([C:2]1[S:1][CH:5]=[CH:4][N:3]=1)=[O:7])(=[O:19])[CH3:18]. Reported procedure: To a solution of 2-thiazolecarboxaldehyde (500 mg, 3.87 mmol) in 35 mL of pyridine, 1-(2-amino-4-methoxyphenyl)ethanone (640 mg, 3.87 mmol) was added and the solution was cooled to −30° C. before POCl3 (750 μl, 8.13 mmol) was added drop wise. The reaction mixture was stirred at −10° C. for 1 hour and then at room temperature for 2 hours. The mixture was concentrated under vacuum and the residue was triturated with NaHCO3 to pH 7. The precipitate was filtrated, washed with water and dried. The am... Reactants: C[C@]12C(C([C@H](CC1)C2(C)C)=O)=O ((1S,4R)-1,7,7-trimethyl-bicyclo[2.2.1]heptane-2,3-dione), COP(OC)(=O)CC(=O)C=1C=NN(C1C1CC1)C ([2-(5-Cyclopropyl-1-methyl-1H-pyrazol-4-yl)-2-oxo-ethyl]-phosphonic acid dimethyl ester), O.NN (hydrazine monohydrate). Yields the product C1(CC1)C1=C(C=NN1C)C1=NN=C2[C@]3(CC[C@@H](C2=C1)C3(C)C)C ((1S,8R)-5-(5-Cyclopropyl-1-methyl-1H-pyrazol-4-yl)-1,11,11-trimethyl-3,4-diaza-tricyclo[6.2.1.02,7]undeca-2,4,6-triene). Reaction SMILES: [CH3:1][C@@:2]12[C:8]([CH3:10])([CH3:9])[C@@H:5]([CH2:6][CH2:7]1)[C:4](=O)[C:3]2=O.COP([CH2:19][C:20]([C:22]1[CH:23]=[N:24][N:25]([CH3:30])[C:26]=1[CH:27]1[CH2:29][CH2:28]1)=O)(=O)OC.O.[NH2:32][NH2:33]>>[CH:27]1([C:26]2[N:25]([CH3:30])[N:24]=[CH:23][C:22]=2[C:20]2[CH:19]=[C:4]3[C:3]([C@:2]4([CH3:1])[C:8]([CH3:10])([CH3:9])[C@H:5]3[CH2:6][CH2:7]4)=[N:33][N:32]=2)[CH2:29][CH2:28]1 |f:2.3|. Procedure: yellow foam. MS (ESI): 309.1 (MH+). Prepared from (1S,4R)-1,7,7-trimethyl-bicyclo[2.2.1]heptane-2,3-dione, [2-(5-Cyclopropyl-1-methyl-1H-pyrazol-4-yl)-2-oxo-ethyl]-phosphonic acid dimethyl ester, hydrazine monohydrate. Reactants: COC(=O)c1ccc(-c2ccc(O)c(C#N)c2)s1, CC#N, O=C1CCC(=O)N1Cl. The product is COC(=O)c1cc(Cl)c(-c2ccc(O)c(C#N)c2)s1. Reaction SMILES: [C:1](#[N:2])[c:3]1[cH:4][c:5](-[c:10]2[cH:11][cH:12][c:13]([C:15](=[O:16])[O:17][CH3:18])[s:14]2)[cH:6][cH:7][c:8]1[OH:9].[CH3:27][C:28]#[N:29].[Cl:19][N:20]1[C:21](=[O:22])[CH2:23][CH2:24][C:25]1=[O:26]>>[C:1](#[N:2])[c:3]1[cH:4][c:5](-[c:10]2[c:11]([Cl:19])[cH:12][c:13]([C:15](=[O:16])[O:17][CH3:18])[s:14]2)[cH:6][cH:7][c:8]1[OH:9]. Starting materials: C1(=CC=CC=C1O)C (o-cresol), COC(CC1=C(C=CC=C1)CBr)=O (2-(bromomethyl)-phenylacetic acid methyl ester), Cl (hydrochloric acid), C(=O)([O-])[O-].[K+].[K+] (potash). Solvent: C(C)#N (acetonitrile), C(C)#N (acetonitrile). Run at time 4 minute. The product is COC(CC1=C(C=CC=C1)COC1=C(C=CC=C1)C)=O (2-(2-methylphenoxymethyl)-phenylacetic acid methyl ester). As a reaction SMILES: [C:1]1([CH3:8])[C:6]([OH:7])=[CH:5][CH:4]=[CH:3][CH:2]=1.C([O-])([O-])=O.[K+].[K+].[CH3:15][O:16][C:17](=[O:27])[CH2:18][C:19]1[CH:24]=[CH:23][CH:22]=[CH:21][C:20]=1[CH2:25]Br.Cl>C(#N)C>[CH3:15][O:16][C:17](=[O:27])[CH2:18][C:19]1[CH:24]=[CH:23][CH:22]=[CH:21][C:20]=1[CH2:25][O:7][C:6]1[CH:5]=[CH:4][CH:3]=[CH:2][C:1]=1[CH3:8] |f:1.2.3|. Procedure: 5.12 g of o-cresol and 7.2. g of pulverized potash in 30 ml of acetonitrile are preheated to 60° C. and a solution of 11.06 g of 2-(bromomethyl)-phenylacetic acid methyl ester in 35 ml of acetonitrile is added dropwise over a period of 8 minutes. The reaction mixture is then stirred for 4 minutes and immediately poured onto ice-water and weakly acidified with 2N hydrochloric acid. The aqueous solution is extracted exhaustively with ethyl acetate and the combined organic phases are washed with wa...